This data is from the Open Reaction Database (ORD), a public repository of structured organic reaction records. The task is: describe an organic reaction: reactants, conditions, products, and yield Yields the product CC(NC(=O)OC(C)(C)C)c1cccc(N2CCN(C)CC2)c1. Starting materials: CC(NC(=O)OC(C)(C)C)c1cccc(Br)c1, CN1CCNCC1, COCCOC, ClCCl, [K+], [K+], [K+], O=C(C=Cc1ccccc1)C=Cc1ccccc1, O=C(C=Cc1ccccc1)C=Cc1ccccc1, O=C(C=Cc1ccccc1)C=Cc1ccccc1, O=P([O-])([O-])[O-], [Pd], [Pd]. RXN SMILES: [C:1]([CH3:2])([CH3:3])([CH3:4])[O:5][C:6]([NH:7][CH:8]([CH3:9])[c:10]1[cH:11][c:12]([Br:16])[cH:13][cH:14][cH:15]1)=[O:17].[CH3:18][N:19]1[CH2:20][CH2:21][NH:22][CH2:23][CH2:24]1.[CH3:33][O:34][CH2:35][CH2:36][O:37][CH3:38].[Cl:39][CH2:40][Cl:41].[K+:30].[K+:31].[K+:32].[O:44]=[C:45]([CH:46]=[CH:47][c:48]1[cH:49][cH:50][cH:51][cH:52][cH:53]1)[CH:54]=[CH:55][c:56]1[cH:57][cH:58][cH:59][cH:60][cH:61]1.[O:62]=[C:63]([CH:64]=[CH:65][c:66]1[cH:67][cH:68][cH:69][cH:70][cH:71]1)[CH:72]=[CH:73][c:74]1[cH:75][cH:76][cH:77][cH:78][cH:79]1.[O:80]=[C:81]([CH:82]=[CH:83][c:84]1[cH:85][cH:86][cH:87][cH:88][cH:89]1)[CH:90]=[CH:91][c:92]1[cH:93][cH:94][cH:95][cH:96][cH:97]1.[P:25]([O-:26])([O-:27])([O-:28])=[O:29].[Pd:42].[Pd:43]>>[C:1]([CH3:2])([CH3:3])([CH3:4])[O:5][C:6]([NH:7][CH:8]([CH3:9])[c:10]1[cH:11][c:12]([N:22]2[CH2:21][CH2:20][N:19]([CH3:18])[CH2:24][CH2:23]2)[cH:13][cH:14][cH:15]1)=[O:17]. The reactants are C(C)(C)(C)OC(=O)N1CC(C1)(C)NC=1C=C2N3C(C(NN=C3COC2=CC1\C=C\OCC)=O)C (3-[7-((E)-2-ethoxy-vinyl)-4-methyl-3-oxo-2,3,4,10-tetrahydro-9-oxa-1,2,4a-triaza-phenanthren-6-ylamino]-3-methyl-azetidine-1-carboxylic acid tert-butyl ester), C(=O)(C(F)(F)F)O (TFA), BrC1=CC2=C(N3C(=NNC(C3C)=O)CO2)C=C1NC1(CN(C1)C(=O)OC(C)(C)C)C (tert-butyl 3-((8-bromo-1-methyl-2-oxo-1,2,3,5-tetrahydrobenzo[5,6][1,4]oxazino[3,4-c][1,2,4]triazin-9-yl)amino)-3-methylazetidine-1-carboxylate), C(C)[SiH](CC)CC (Triethylsilane). Run at time 20 minute. The product is FC(C(=O)O)(F)F.CC1C(NN=C2N1C1=C(C=C3CCN(C3=C1)C1(CNC1)C)OC2)=O (1-methyl-10-(3-methylazetidin-3-yl)-5,8,9,10-tetrahydro-1H-[1,2,4]triazino[4′,3′:4,5][1,4]oxazino[2,3-f]indol-2(3H)-one 2,2,2-trifluoroacetate). As a reaction SMILES: C(OC([N:8]1[CH2:11][C:10]([NH:13][C:14]2[CH:15]=[C:16]3[C:25](=[CH:26][C:27]=2/[CH:28]=[CH:29]/OCC)[O:24][CH2:23][C:22]2[N:17]3[CH:18]([CH3:34])[C:19](=[O:33])[NH:20][N:21]=2)([CH3:12])[CH2:9]1)=O)(C)(C)C.BrC1C(NC2(C)CN(C(OC(C)(C)C)=O)C2)=CC2N3C(C)C(=O)NN=C3COC=2C=1.C([SiH](CC)CC)C.[C:72]([OH:78])([C:74]([F:77])([F:76])[F:75])=[O:73]>>[F:75][C:74]([F:77])([F:76])[C:72]([OH:78])=[O:73].[CH3:34][CH:18]1[N:17]2[C:16]3[CH:15]=[C:14]4[C:27]([CH2:28][CH2:29][N:13]4[C:10]4([CH3:12])[CH2:11][NH:8][CH2:9]4)=[CH:26][C:25]=3[O:24][CH2:23][C:22]2=[N:21][NH:20][C:19]1=[O:33] |f:4.5|. Reported procedure: A mixture of 3-[7-((E)-2-ethoxy-vinyl)-4-methyl-3-oxo-2,3,4,10-tetrahydro-9-oxa-1,2,4a-triaza-phenanthren-6-ylamino]-3-methyl-azetidine-1-carboxylic acid tert-butyl ester (prepared from tert-butyl 3-((8-bromo-1-methyl-2-oxo-1,2,3,5-tetrahydrobenzo[5,6][1,4]oxazino[3,4-c][1,2,4]triazin-9-yl)amino)-3-methylazetidine-1-carboxylate (Preparation #18) using the similar procedure detailed in Example #148, Step H) 0.65 g, 1.378 mmol) in TFA (4 mL) was stirred at ambient temperature for 20 min. Triethyls... Reactants: O=C([O-])[O-], COc1ccccc1N1CCNCC1, CN(C)C=O, Cc1c(-c2ccccc2)oc2c(SCCCCl)cccc2c1=O, [I-], [K+], [K+], [K+], O. Yields the product COc1ccccc1N1CCN(CCCSc2cccc3c(=O)c(C)c(-c4ccccc4)oc23)CC1. RXN SMILES: [C:40](=[O:41])([O-:42])[O-:43].[CH3:24][O:25][c:26]1[c:27]([N:32]2[CH2:33][CH2:34][NH:35][CH2:36][CH2:37]2)[cH:28][cH:29][cH:30][cH:31]1.[CH3:46][N:47]([CH3:48])[CH:49]=[O:50].[Cl:1][CH2:2][CH2:3][CH2:4][S:5][c:6]1[cH:7][cH:8][cH:9][c:10]2[c:11](=[O:23])[c:12]([CH3:22])[c:13](-[c:16]3[cH:17][cH:18][cH:19][cH:20][cH:21]3)[o:14][c:15]12.[I-:39].[K+:38].[K+:44].[K+:45].[OH2:51]>>[CH2:2]([CH2:3][CH2:4][S:5][c:6]1[cH:7][cH:8][cH:9][c:10]2[c:11](=[O:23])[c:12]([CH3:22])[c:13](-[c:16]3[cH:17][cH:18][cH:19][cH:20][cH:21]3)[o:14][c:15]12)[N:35]1[CH2:34][CH2:33][N:32]([c:27]2[c:26]([O:25][CH3:24])[cH:31][cH:30][cH:29][cH:28]2)[CH2:37][CH2:36]1. Reactants: COC(=O)[C@H]1[C@@H](C(N1S(=O)(=O)C1=CC=C(C=C1)C)=O)CCCNC(=NC(=O)OCC1=CC=CC=C1)NC(=O)OCC1=CC=CC=C1 (trans-4-Methoxycarbonyl-3-[3-[N',N"-di(Cbz)guanidino]-propyl]-1-p-toluenesulfonyl-2-azetidinone), Cl (HCl), [H][H] (hydrogen). Reagents/catalysts: [Pd] (palladium on carbon). The solvent is C(C)(=O)OCC.CO (ethyl acetate methanol). Yields the product Cl.COC(=O)[C@H]1[C@@H](C(N1S(=O)(=O)C1=CC=C(C=C1)C)=O)CCCNC(=N)N (trans-4-Methoxycarbonyl-3-(3-guanidinopropyl)-1-p-toluenesulfonyl-2-azetidinone hydrochloride salt). Yield: 24.0%. Reaction SMILES: [CH3:1][O:2][C:3]([C@@H:5]1[N:8]([S:9]([C:12]2[CH:17]=[CH:16][C:15]([CH3:18])=[CH:14][CH:13]=2)(=[O:11])=[O:10])[C:7](=[O:19])[C@H:6]1[CH2:20][CH2:21][CH2:22][NH:23][C:24]([NH:36]C(OCC1C=CC=CC=1)=O)=[N:25]C(OCC1C=CC=CC=1)=O)=[O:4].[ClH:47].[H][H]>[Pd].C(OCC)(=O)C.CO>[ClH:47].[CH3:1][O:2][C:3]([C@@H:5]1[N:8]([S:9]([C:12]2[CH:13]=[CH:14][C:15]([CH3:18])=[CH:16][CH:17]=2)(=[O:11])=[O:10])[C:7](=[O:19])[C@H:6]1[CH2:20][CH2:21][CH2:22][NH:23][C:24]([NH2:36])=[NH:25])=[O:4] |f:4.5,6.7|. Reported procedure: An ethyl acetate/methanol (2.5 mL/2.5 mL) solution of compound 8 (197 mg, 0.3 mmol) and 1N HCl (0.6 mL), containing 10% palladium on carbon catalyst, was stirred under one atmosphere of hydrogen until TLC indicated the disappearance of the starting 8. The suspension was filtered through a pad of Celite, and the filtrate was concentrated to afford 30 mg (24%) of the title product as a foam. Procedure: The title compound was prepared according, to the procedure described in Example 90. Step 1, starting from 2,3-dichloro-5,6-dimethylpyrazine*(0.60 g, 3.39 mmol) and piperazine (0.88 g, 10.2 mmol). Yield 0.51 g (66%). MS m/z 226 (M)+. Reaction SMILES: Cl[C:2]1[C:7]([Cl:8])=[N:6][C:5]([CH3:9])=[C:4]([CH3:10])[N:3]=1.[NH:11]1[CH2:16][CH2:15][NH:14][CH2:13][CH2:12]1>>[Cl:8][C:7]1[C:2]([N:11]2[CH2:16][CH2:15][NH:14][CH2:13][CH2:12]2)=[N:3][C:4]([CH3:10])=[C:5]([CH3:9])[N:6]=1. The product is ClC1=NC(=C(N=C1N1CCNCC1)C)C (2-Chloro-5,6-dimethyl-3-(1-piperazinyl)pyrazine). Starting materials: ClC1=NC(=C(N=C1Cl)C)C (2,3-dichloro-5,6-dimethylpyrazine), N1CCNCC1 (piperazine). Reactants: C(CCC)[Li] (n-Butyl lithium), C(C)(CC)[Li] (sec-butyl lithium), N1CCOCC1 (morpholine), O1C=C(C=C1)C=O (3-furaldehyde), C(CCCCC)=O (1-hexanal), solution, ice, Cl (hydrochloric acid), solution. Run in CCCCCC (hexane), C1CCCCC1 (cyclohexane), O1CCCC1 (tetrahydrofuran). Conditions: time 20 minute. The product is OC(CCCCC)C1=CC(=CO1)C=O (5-(1-Hydroxyhexyl)-3-furaldehyde). Reaction SMILES: C([Li])CCC.N1CCOCC1.[O:12]1[CH:16]=[CH:15][C:14]([CH:17]=[O:18])=[CH:13]1.C([Li])(CC)C.[CH:24](=[O:30])[CH2:25][CH2:26][CH2:27][CH2:28][CH3:29].Cl>CCCCCC.O1CCCC1.C1CCCCC1>[OH:30][CH:24]([C:16]1[O:12][CH:13]=[C:14]([CH:17]=[O:18])[CH:15]=1)[CH2:25][CH2:26][CH2:27][CH2:28][CH3:29]. Reported procedure: n-Butyl lithium (a 2.5M solution in hexane; 4.37 ml, 10.9 mmol) was added to a solution of morpholine (0.91 ml, 10.9 mmol) in tetrahydrofuran (30 ml) at -78° under argon. After 20 min., 3-furaldehyde (0.9 ml, 10.4 mmol) was added. After another 20 min., sec-butyl lithium (a 1.3M solution in cyclohexane; 8.4 ml, 10.9 mmol) was added dropwise and stirring continued at -78° for 7 hours before 1-hexanal (1.31 ml, 10.9 mmol) was added. Stirring was continued overnight (16 hours) while the cooling bat... Reactants: NC1=C(C=CC=C1)C1=CC=C(C=C1)F (2-amino-4'-fluorobiphenyl), C(C1=CC=CC=C1)(=O)N=C=S (benzoylisothiocyanate). Reported procedure: A mixture of 2-amino-4'-fluorobiphenyl (1.5 g) and benzoylisothiocyanate (1.3 g) in dichloromethane (20 ml) was heated under reflux for 6 hours to yield N-benzoyl-N'-(4'-fluoro-2-biphenylyl)thiourea as a colourless solid (m.p. 123°-124° C.). The solvent is ClCCl (dichloromethane). As a reaction SMILES: [NH2:1][C:2]1[CH:7]=[CH:6][CH:5]=[CH:4][C:3]=1[C:8]1[CH:13]=[CH:12][C:11]([F:14])=[CH:10][CH:9]=1.[C:15]([N:23]=[C:24]=[S:25])(=[O:22])[C:16]1[CH:21]=[CH:20][CH:19]=[CH:18][CH:17]=1>ClCCl>[C:15]([NH:23][C:24]([NH:1][C:2]1[CH:7]=[CH:6][CH:5]=[CH:4][C:3]=1[C:8]1[CH:13]=[CH:12][C:11]([F:14])=[CH:10][CH:9]=1)=[S:25])(=[O:22])[C:16]1[CH:21]=[CH:20][CH:19]=[CH:18][CH:17]=1. The product is C(C1=CC=CC=C1)(=O)NC(=S)NC1=C(C=CC=C1)C1=CC=C(C=C1)F (N-benzoyl-N'-(4'-fluoro-2-biphenylyl)thiourea). Starting materials: C(C)(C)(C)OC(=O)N1CCN(CC1)C(=O)C1CCN(CC1)C1=NC(=NC(=C1)C)Cl (1-(tert-butoxycarbonyl)-4-[1-(2-chloro-6-methyl-pyrimidin-4-yl)-4-piperidylcarbonyl]piperazine). The reagents and catalysts are [Pd] (palladium on carbon). Solvent: C(C)O (ethanol). The product is C(C)(C)(C)OC(=O)N1CCN(CC1)C(=O)C1CCN(CC1)C1=NC=NC(=C1)C (1-(tert-butoxycarbonyl)-4-[1-(6-methylpyrimidin-4-yl)-4-piperidylcarbonyl] piperazine). Yield: 99.6%. RXN SMILES: [C:1]([O:5][C:6]([N:8]1[CH2:13][CH2:12][N:11]([C:14]([CH:16]2[CH2:21][CH2:20][N:19]([C:22]3[CH:27]=[C:26]([CH3:28])[N:25]=[C:24](Cl)[N:23]=3)[CH2:18][CH2:17]2)=[O:15])[CH2:10][CH2:9]1)=[O:7])([CH3:4])([CH3:3])[CH3:2]>C(O)C.[Pd]>[C:1]([O:5][C:6]([N:8]1[CH2:9][CH2:10][N:11]([C:14]([CH:16]2[CH2:17][CH2:18][N:19]([C:22]3[CH:27]=[C:26]([CH3:28])[N:25]=[CH:24][N:23]=3)[CH2:20][CH2:21]2)=[O:15])[CH2:12][CH2:13]1)=[O:7])([CH3:4])([CH3:3])[CH3:2]. Procedure: A solution of 1-(tert-butoxycarbonyl)-4-[1-(2-chloro-6-methyl-pyrimidin-4-yl)-4-piperidylcarbonyl]piperazine (15.37 g) in ethanol (350 ml) was hydrogenated over 10% palladium on carbon for 18 hours. The reaction mixture was filtered through celite and solvent evaporated to give, as a solid 1-(tert-butoxycarbonyl)-4-[1-(6-methylpyrimidin-4-yl)-4-piperidylcarbonyl] piperazine (14.07 g).